Task: describe an organic reaction: reactants, conditions, products, and yield. Dataset: the Open Reaction Database (ORD), a public repository of structured organic reaction records Starting materials: CC(C)(C)[Si](C)(C)Cl, CN(C)C=O, O=C1c2ccccc2C(=O)N1CCCO, c1c[nH]cn1. Yields the product CC(C)(C)[Si](C)(C)OCCCN1C(=O)c2ccccc2C1=O. Reaction SMILES: [C:21]([CH3:22])([CH3:23])([CH3:24])[Si:25]([CH3:26])([CH3:27])[Cl:28].[O:29]=[CH:30][N:31]([CH3:32])[CH3:33].[OH:1][CH2:2][CH2:3][CH2:4][N:5]1[C:6](=[O:15])[c:7]2[c:8]([cH:11][cH:12][cH:13][cH:14]2)[C:9]1=[O:10].[nH:16]1[cH:17][cH:18][n:19][cH:20]1>>[O:1]([CH2:2][CH2:3][CH2:4][N:5]1[C:6](=[O:15])[c:7]2[c:8]([cH:11][cH:12][cH:13][cH:14]2)[C:9]1=[O:10])[Si:25]([C:21]([CH3:22])([CH3:23])[CH3:24])([CH3:26])[CH3:27]. The reactants are C(N1C(=O)NC(=O)C1(C)C)N1C(=O)NC(=O)C1(C)C (1,1'-methylene-bis-(5,5-dimethylhydantoin)), C1C(C)O1 (propene oxide). The reagents and catalysts are [Cl-].[Li+] (lithium chloride). Run in CN(C=O)C (dimethylformamide). Run at temperature 60 celsius. The product is C(N1C(=O)N(C(=O)C1(C)C)CC(C)O)N1C(=O)N(C(=O)C1(C)C)CC(C)O (1,1'-methylene-bis-(3-β-hydroxy-n-propyl-5,5-dimethylhydantoin)). Yield: 85.1%. Reaction SMILES: [CH2:1]([N:11]1[C:17]([CH3:19])([CH3:18])[C:15](=[O:16])[NH:14][C:12]1=[O:13])[N:2]1[C:8]([CH3:10])([CH3:9])[C:6](=[O:7])[NH:5][C:3]1=[O:4].[CH2:20]1[O:23][CH:21]1[CH3:22]>[Cl-].[Li+].CN(C)C=O>[CH2:1]([N:2]1[C:8]([CH3:10])([CH3:9])[C:6](=[O:7])[N:5]([CH2:20][CH:21]([OH:23])[CH3:22])[C:3]1=[O:4])[N:11]1[C:17]([CH3:19])([CH3:18])[C:15](=[O:16])[N:14]([CH2:20][CH:21]([OH:23])[CH3:22])[C:12]1=[O:13] |f:2.3|. Procedure details: A mixture of 268.3 g of 1,1'-methylene-bis-(5,5-dimethylhydantoin) [1 mol], 600 ml of dimethylformamide and 2.11 g of lithium chloride is stirred at 60° C. 134.0 g of propene oxide (2.3 mols) are slowly added dropwise to this mixture over the course of 1 hour and 45 minutes. Thereafter the mixture is heated to 100° C. over the course of 1.5 hours and stirred at 100° C. for a further 2 hours. The hot reaction mixture is now filtered and cooled to room temperature, neutralized with 20% strength su... Reactants: C1(=CC=CC=C1)CN1C(CC[C@H]1CC=C)=O ((S)-1-(phenylmethyl)-5-(2-propenyl)-2-pyrrolidinone), C(Cl)Cl (methylene chloride), O=[O+][O-] (ozone). Run in CO (methanol). Run at time 8 hour. The product is O=C1CC[C@H](N1CC1=CC=CC=C1)CC=O ((S)-5-oxo-1-(phenylmethyl)-2-pyrrolidineacetaldehyde). As a reaction SMILES: [C:1]1([CH2:7][N:8]2[C@H:12]([CH2:13][CH:14]=C)[CH2:11][CH2:10][C:9]2=[O:16])[CH:6]=[CH:5][CH:4]=[CH:3][CH:2]=1.C(Cl)Cl.[O:20]=[O+][O-]>CO>[O:16]=[C:9]1[N:8]([CH2:7][C:1]2[CH:6]=[CH:5][CH:4]=[CH:3][CH:2]=2)[C@H:12]([CH2:13][CH:14]=[O:20])[CH2:11][CH2:10]1. Reported procedure: A solution of (S)-1-(phenylmethyl)-5-(2-propenyl)-2-pyrrolidinone (44.8 g, 0.208 mol) in 800 mL of 1:1 methanol:methylene chloride was cooled to -78° C. and was ozonized using a Welsbach ozonizer for 6.5 h, approximately 1 h longer than the time required to observe a light blue color of ozone in the solution. Excess ozone was flushed out of the system with oxygen, and the solution was treated with methyl sulfide (80 mL). The solution was then allowed to come to room temperature and to stand over... The reactants are FC1=C2C(=NC=NC2=C(C=C1)F)NCCC1=CC(=C(C=C1)OC1=NC=CC(=C1)C(F)(F)F)OC ((5,8-difluoroquinazolin-4-yl)-{2-[3-methoxy-4-(4-trifluoromethylpyridin-2-yloxy)-phenyl]-ethyl}-amine), B(Br)(Br)Br (BBr3). The solvent is C(Cl)Cl (CH2Cl2), C(Cl)Cl (CH2Cl2). Run at time 8 hour. Yields the product FC1=C2C(=NC=NC2=C(C=C1)F)NCCC=1C=CC(=C(C1)O)OC1=NC=CC(=C1)C(F)(F)F (5-[2-(5,8-difluoroquinazolin-4-ylamino)-ethyl]-2-(4-trifluoromethylpyridin-2-yloxy)-phenol). Isolated yield 102.6%. Reaction SMILES: [F:1][C:2]1[CH:11]=[CH:10][C:9]([F:12])=[C:8]2[C:3]=1[C:4]([NH:13][CH2:14][CH2:15][C:16]1[CH:21]=[CH:20][C:19]([O:22][C:23]3[CH:28]=[C:27]([C:29]([F:32])([F:31])[F:30])[CH:26]=[CH:25][N:24]=3)=[C:18]([O:33]C)[CH:17]=1)=[N:5][CH:6]=[N:7]2.B(Br)(Br)Br>C(Cl)Cl>[F:1][C:2]1[CH:11]=[CH:10][C:9]([F:12])=[C:8]2[C:3]=1[C:4]([NH:13][CH2:14][CH2:15][C:16]1[CH:21]=[CH:20][C:19]([O:22][C:23]3[CH:28]=[C:27]([C:29]([F:32])([F:30])[F:31])[CH:26]=[CH:25][N:24]=3)=[C:18]([OH:33])[CH:17]=1)=[N:5][CH:6]=[N:7]2. Procedure: To a solution of (5,8-difluoroquinazolin-4-yl)-{2-[3-methoxy-4-(4-trifluoromethylpyridin-2-yloxy)-phenyl]-ethyl}-amine (2.71 g, 5.69 mmol) in CH2Cl2 (25 mL) cooled to −50° C., was added 1 M BBr3 in CH2Cl2 (17 mL, 17 mmol). The solution was allowed to warm to room temperature and stirred overnight, and then quenched slowly with methanol. The solvent was removed by rotary evaporation and the residue was suspended in chloroform. The product was collected by suction filtration to give 2.70 g (quanti... Reactants: OCC(C)NC(OC(C)(C)C)=O (1,1-dimethylethyl 2-hydroxy-1-methylethylcarbamate), N(=NC(=O)OCC)C(=O)OCC (diethyl azodicarboxylate), ClC1=C(C=CC=C1[N+](=O)[O-])O (2-chloro-3-nitrophenol), 15, C1(=CC=CC=C1)P(C1=CC=CC=C1)C1=CC=CC=C1 (triphenylphosphine). Run in C1=CC=CC=C1 (benzene). Reaction conditions: temperature 80 celsius, time 15 minute. The product is ClC1=C(OCC(C)N)C=CC=C1[N+](=O)[O-] (1-(2-Chloro-3-nitrophenoxy)propan-2-amine). Isolated yield 96.3%. Reaction SMILES: O[CH2:2][CH:3]([NH:5]C(=O)OC(C)(C)C)[CH3:4].C1(P(C2C=CC=CC=2)C2C=CC=CC=2)C=CC=CC=1.N(C(OCC)=O)=NC(OCC)=O.[Cl:44][C:45]1[C:50]([N+:51]([O-:53])=[O:52])=[CH:49][CH:48]=[CH:47][C:46]=1[OH:54]>C1C=CC=CC=1>[Cl:44][C:45]1[C:50]([N+:51]([O-:53])=[O:52])=[CH:49][CH:48]=[CH:47][C:46]=1[O:54][CH2:2][CH:3]([NH2:5])[CH3:4]. Reported procedure: 7.2 g (0.0414 mol) of 1,1-dimethylethyl 2-hydroxy-1-methylethylcarbamate and 10.8 g (0.0414 mol) 15 of triphenylphosphine are placed in a 500 ml, three-necked, round-bottomed flask containing 140 ml of benzene. The mixture is cooled in an ice bath and 6.5 ml (0.0414 mol) of diethyl azodicarboxylate are added dropwise. The mixture is left stirring for 15 minutes, 4.8 g (0.027 mol) of 2-chloro-3-nitrophenol are added, the temperature of the reaction mixture is left to return to room temperature an...